This data is from the Open Reaction Database (ORD), a public repository of structured organic reaction records. The task is: describe an organic reaction: reactants, conditions, products, and yield Reactants: ClC1=C2C=C(NC2=CC=C1Cl)C(=O)OCC (ethyl 4, 5-dichloroindole-2-carboxylate), [Mg] (magnesium). The product is COC(=O)C1NC2=CC=C(C(=C2C1)Cl)Cl (4,5-Dichloroindoline-2-(R/S)-carboxylic acid methyl ester). RXN SMILES: [Cl:1][C:2]1[C:10]([Cl:11])=[CH:9][CH:8]=[C:7]2[C:3]=1[CH:4]=[C:5]([C:12]([O:14][CH2:15]C)=[O:13])[NH:6]2.[Mg]>>[CH3:15][O:14][C:12]([CH:5]1[CH2:4][C:3]2[C:7](=[CH:8][CH:9]=[C:10]([Cl:11])[C:2]=2[Cl:1])[NH:6]1)=[O:13]. Procedure: This compound was prepared from ethyl 4, 5-dichloroindole-2-carboxylate as described in Example 1, using 6-7 eq. of magnesium turnings instead of 2-3 eq. of magnesium turnings. Reactants: CCOC(=O)COc1ccc([N+](=O)[O-])cc1F, CCO, Cl. Yields the product CCOC(=O)COc1ccc(N)cc1F. Reaction SMILES: [CH2:1]([CH3:2])[O:3][C:4]([CH2:5][O:6][c:7]1[c:8]([F:16])[cH:9][c:10]([N+:13]([O-:14])=[O:15])[cH:11][cH:12]1)=[O:17].[CH3:19][CH2:20][OH:21].[ClH:18]>>[CH2:1]([CH3:2])[O:3][C:4]([CH2:5][O:6][c:7]1[c:8]([F:16])[cH:9][c:10]([NH2:13])[cH:11][cH:12]1)=[O:17]. Procedure details: Compound 5a (0.75 mL of the nominally 1.0 M solution, 0.75 mmol) was added via syringe to 7-chloro-3-[2-methoxy-4-(pyrazol-1-yl)phenyl]-1,5-dimethyl pyrazolo[4,3-b]pyridine (compound 4b, 200 mg, 0.57 mmol) under nitrogen and the mixture was evaporated to dryness. Dioxane (2 mL) and water (2 mL) were added, followed by potassium carbonate (157 mg, 1.14 mmol) and tetrakis (triphenylphosphine)palladium(0) (66 mg, 0.057 mmol). The mixture was stirred and heated to reflux for 6 hr and then was allowe... Yield: 167.3%. The reactants are Compound 5a, solution, ClC1=C2C(=NC(=C1)C)C(=NN2C)C2=C(C=C(C=C2)N2N=CC=C2)OC (7-chloro-3-[2-methoxy-4-(pyrazol-1-yl)phenyl]-1,5-dimethylpyrazolo[4,3-b]pyridine), ClC1=C2C(=NC(=C1)C)C(=NN2C)C2=C(C=C(C=C2)N2N=CC=C2)OC (7-chloro-3-[2-methoxy-4-(pyrazol-1-yl)phenyl]-1,5-dimethylpyrazolo[4,3-b]pyridine), C([O-])([O-])=O.[K+].[K+] (potassium carbonate), tetrakis (triphenylphosphine)palladium(0). The solvent is O (Water). Reaction SMILES: Cl[C:2]1[CH:7]=[C:6]([CH3:8])[N:5]=[C:4]2[C:9]([C:13]3[CH:18]=[CH:17][C:16]([N:19]4[CH:23]=[CH:22][CH:21]=[N:20]4)=[CH:15][C:14]=3[O:24][CH3:25])=[N:10][N:11]([CH3:12])[C:3]=12.C(=O)([O-])[O-].[K+].[K+]>O>[C:13]1([CH:9]=[CH:4][C:2]2[CH:7]=[C:6]([CH3:8])[N:5]=[C:4]3[C:9]([C:13]4[CH:18]=[CH:17][C:16]([N:19]5[CH:23]=[CH:22][CH:21]=[N:20]5)=[CH:15][C:14]=4[O:24][CH3:25])=[N:10][N:11]([CH3:12])[C:3]=23)[CH:18]=[CH:17][CH:16]=[CH:15][CH:14]=1 |f:1.2.3|. Product: C1(=CC=CC=C1)C=CC1=C2C(=NC(=C1)C)C(=NN2C)C2=C(C=C(C=C2)N2N=CC=C2)OC (7-(2-phenyl-1-ethenyl)-3-[2-methoxy-4-(pyrazol-1-yl)phenyl]-1,5-dimethylpyrazolo[4,3-b]pyridine). Starting materials: C(C)(=O)O[C@H]1CC2=C(CCC1)C=CC(=C2)OC ((R)-3-methoxy-6,7,8,9-tetrahydro-5H-benzocyclohepten-6-yl acetate), [OH-].[Na+] (sodium hydroxide). Run in CO (methanol), O (water). Run at time 1 hour. Product: COC1=CC2=C(CCC[C@H](C2)O)C=C1 ((R)-3-methoxy-6,7,8,9-tetrahydro-5H-benzocyclohepten-6-ol). Yield: 97.6%. RXN SMILES: C([O:4][C@@H:5]1[CH2:11][CH2:10][CH2:9][C:8]2[CH:12]=[CH:13][C:14]([O:16][CH3:17])=[CH:15][C:7]=2[CH2:6]1)(=O)C.[OH-].[Na+]>CO.O>[CH3:17][O:16][C:14]1[CH:13]=[CH:12][C:8]2[CH2:9][CH2:10][CH2:11][C@@H:5]([OH:4])[CH2:6][C:7]=2[CH:15]=1 |f:1.2|. Reported procedure: To a solution of (R)-3-methoxy-6,7,8,9-tetrahydro-5H-benzocyclohepten-6-yl acetate (136 g) in methanol (1.36 l) was added dropwise a solution of sodium hydroxide (46.4 g) in water (232 ml) at ambient temperature. The reaction mixture was stirred for 1 hour and evaporated in vacuo. The residue was partitioned between ethyl acetate (1.1 l) and brine (550 ml). The organic layer was washed with 1N hydrochloric acid solution (550 ml), 1N aqueous sodium hydroxide solution (550 ml), and brine (550 ml),... Reactants: CC[SiH](CC)CC, CCOC(=O)c1ccc(CCC=O)cc1, CO, O=C1c2ccccc2C(=O)N1CCc1cc2cc(Cl)ccc2n1C(c1ccccc1)c1ccccc1, O=C(O)CCl, ClCCl, [Na+], O=C([O-])O, O. Product: CCOC(=O)c1ccc(CCCc2c(CCN3C(=O)c4ccccc4C3=O)n(C(c3ccccc3)c3ccccc3)c3ccc(Cl)cc23)cc1. RXN SMILES: [CH2:37]([SiH:38]([CH2:39][CH3:40])[CH2:41][CH3:42])[CH3:43].[CH2:44]([CH3:45])[O:46][C:47]([c:48]1[cH:49][cH:50][c:51]([CH2:54][CH2:55][CH:56]=[O:57])[cH:52][cH:53]1)=[O:58].[CH3:72][OH:73].[CH:1]([c:2]1[cH:3][cH:4][cH:5][cH:6][cH:7]1)([c:8]1[cH:9][cH:10][cH:11][cH:12][cH:13]1)[n:14]1[c:15]([CH2:24][CH2:25][N:26]2[C:27](=[O:36])[c:28]3[cH:29][cH:30][cH:31][cH:32][c:33]3[C:34]2=[O:35])[cH:16][c:17]2[cH:18][c:19]([Cl:23])[cH:20][cH:21][c:22]12.[Cl:59][CH2:60][C:61]([OH:62])=[O:63].[Cl:69][CH2:70][Cl:71].[Na+:68].[O-:64][C:65]([OH:66])=[O:67].[OH2:74]>>[CH:1]([c:2]1[cH:3][cH:4][cH:5][cH:6][cH:7]1)([c:8]1[cH:9][cH:10][cH:11][cH:12][cH:13]1)[n:14]1[c:15]([CH2:24][CH2:25][N:26]2[C:27](=[O:36])[c:28]3[cH:29][cH:30][cH:31][cH:32][c:33]3[C:34]2=[O:35])[c:16]([CH2:56][CH2:55][CH2:54][c:51]2[cH:50][cH:49][c:48]([C:47]([O:46][CH2:44][CH3:45])=[O:58])[cH:53][cH:52]2)[c:17]2[cH:18][c:19]([Cl:23])[cH:20][cH:21][c:22]12.